From a dataset of the Open Reaction Database (ORD), a public repository of structured organic reaction records. describe an organic reaction: reactants, conditions, products, and yield Starting materials: NC1=NC(=NC=C1C(=O)C1=C(C=C(C(=C1)F)C)OC)NC1CCC(CC1)N ([4-amino-2-(4-amino-cyclohexylamino)-pyrimidin-5-yl]-(5-fluoro-2-methoxy-4-methyl-phenyl)-methanone), C(C)(=O)Cl (acetyl chloride). Product: NC1=NC(=NC=C1C(C1=C(C=C(C(=C1)F)C)OC)=O)NC1CCC(CC1)NC(C)=O (N-[4-[4-amino-5-(5-fluoro-2-methoxy-4-methyl-benzoyl)-pyrimidin-2-ylamino]-cyclohexyl]-acetamide). As a reaction SMILES: [NH2:1][C:2]1[C:7]([C:8]([C:10]2[CH:15]=[C:14]([F:16])[C:13]([CH3:17])=[CH:12][C:11]=2[O:18][CH3:19])=[O:9])=[CH:6][N:5]=[C:4]([NH:20][CH:21]2[CH2:26][CH2:25][CH:24]([NH2:27])[CH2:23][CH2:22]2)[N:3]=1.[C:28](Cl)(=[O:30])[CH3:29]>>[NH2:1][C:2]1[C:7]([C:8](=[O:9])[C:10]2[CH:15]=[C:14]([F:16])[C:13]([CH3:17])=[CH:12][C:11]=2[O:18][CH3:19])=[CH:6][N:5]=[C:4]([NH:20][CH:21]2[CH2:26][CH2:25][CH:24]([NH:27][C:28](=[O:30])[CH3:29])[CH2:23][CH2:22]2)[N:3]=1. Procedure details: The similar procedure as described in Example 60 was used, starting from [4-amino-2-(4-amino-cyclohexylamino)-pyrimidin-5-yl]-(5-fluoro-2-methoxy-4-methyl-phenyl)-methanone (Example 345) and acetyl chloride (Aldrich) to give N-[4-[4-amino-5-(5-fluoro-2-methoxy-4-methyl-benzoyl)-pyrimidin-2-ylamino]-cyclohexyl]-acetamide. MS (M+H)+, 416. Starting materials: FC=1C=C(C=C(C1)C(F)(F)F)N1CCNCC1 (1-(3-fluoro-5-trifluoromethyl-phenyl)-piperazine), BrCCC (1-bromopropane). The product is FC=1C=C(C=C(C1)C(F)(F)F)N1CCN(CC1)CCC (1-(3-Fluoro-5-trifluoromethyl-phenyl)-4-propyl-piperazine). RXN SMILES: [F:1][C:2]1[CH:3]=[C:4]([N:12]2[CH2:17][CH2:16][NH:15][CH2:14][CH2:13]2)[CH:5]=[C:6]([C:8]([F:11])([F:10])[F:9])[CH:7]=1.Br[CH2:19][CH2:20][CH3:21]>>[F:1][C:2]1[CH:3]=[C:4]([N:12]2[CH2:17][CH2:16][N:15]([CH2:19][CH2:20][CH3:21])[CH2:14][CH2:13]2)[CH:5]=[C:6]([C:8]([F:10])([F:11])[F:9])[CH:7]=1. Procedure details: Beginning with 1-(3-fluoro-5-trifluoromethyl-phenyl)-piperazine and 1-bromopropane, the title compound was recovered by the procedure described in Example 2. m.p. 242° C. (HCl); MS m/z (rel. intensity, 70 eV) 290 (M+, 34), 261 (bp), 218 (22), 190 (20), 70 (37). The reactants are C(C1=CC=CC=C1)N1CC2OC2C1 (3-Benzyl-6-oxa-3-azabicyclo [3.1.0]hexane), C(C1=CC=CC=C1)NCCO (2-(benzylamino)-ethanol). The product is C(C1=CC=CC=C1)N1C[C@H]([C@@H](C1)O)N(CCO)CC1=CC=CC=C1 (trans-1-benzyl-3-[N-benzyl-N-(2-hydroxyethyl)-amino]-4-hydroxypyrrolidine). Reaction SMILES: [CH2:1]([N:8]1[CH2:13][CH:12]2[CH:10]([O:11]2)[CH2:9]1)[C:2]1[CH:7]=[CH:6][CH:5]=[CH:4][CH:3]=1.[CH2:14]([NH:21][CH2:22][CH2:23][OH:24])[C:15]1[CH:20]=[CH:19][CH:18]=[CH:17][CH:16]=1>>[CH2:1]([N:8]1[CH2:9][C@@H:10]([OH:11])[C@H:12]([N:21]([CH2:14][C:15]2[CH:20]=[CH:19][CH:18]=[CH:17][CH:16]=2)[CH2:22][CH2:23][OH:24])[CH2:13]1)[C:2]1[CH:3]=[CH:4][CH:5]=[CH:6][CH:7]=1. Procedure details: 3-Benzyl-6-oxa-3-azabicyclo [3.1.0]hexane is reacted with 2-(benzylamino)-ethanol, analogously to Example D a), to give trans-1-benzyl-3-[N-benzyl-N-(2-hydroxyethyl)-amino]-4-hydroxypyrrolidine which is then reacted analogously to Example F a) to give 5,8-dibenzyl-2-oxa-5,8-diazabicyclo[4.3.0]nonane which is purified by chromatography (silica gel, cyclohexane/tert.-butyl methyl ether/ethyl acetate 1:1:1). As a reaction SMILES: [CH3:1][C:2]1([CH3:29])[CH2:7][CH:6]([C:8]2[CH:13]=[CH:12][CH:11]=[CH:10][N:9]=2)[C:5]2[CH:14]=[C:15]([C:18](=[O:28])[C:19]3[CH:24]=[CH:23][C:22]([N+:25]([O-:27])=[O:26])=[CH:21][CH:20]=3)[CH:16]=[CH:17][C:4]=2[O:3]1.ClC1C=CC=C(C(OO)=[O:38])C=1>ClCCl>[CH3:1][C:2]1([CH3:29])[CH2:7][CH:6]([C:8]2[CH:13]=[CH:12][CH:11]=[CH:10][N+:9]=2[O-:38])[C:5]2[CH:14]=[C:15]([C:18](=[O:28])[C:19]3[CH:24]=[CH:23][C:22]([N+:25]([O-:27])=[O:26])=[CH:21][CH:20]=3)[CH:16]=[CH:17][C:4]=2[O:3]1. The reactants are CC1(OC2=C(C(C1)C1=NC=CC=C1)C=C(C=C2)C(C2=CC=C(C=C2)[N+](=O)[O-])=O)C (3,4-dihydro-2,2-dimethyl-6-(4-nitrobenzoyl)-4-(2-pyridyl)-2H-1-benzopyran), ClC1=CC(=CC=C1)C(=O)OO (m-chloroperbenzoic acid). The yield is 35.8%. Product: CC1(OC2=C(C(C1)C1=[N+](C=CC=C1)[O-])C=C(C=C2)C(C2=CC=C(C=C2)[N+](=O)[O-])=O)C (2-[3,4-dihydro-2,2-dimethyl-6-(4-nitrobenzoyl)-2H-1-benzopyran-4-yl]pyridine N-oxide). Conditions: time 8 hour. Procedure details: 134 mg of 3,4-dihydro-2,2-dimethyl-6-(4-nitrobenzoyl)-4-(2-pyridyl)-2H-1-benzopyran were dissolved in 15 ml of dichloromethane and 72 mg of m-chloroperbenzoic acid were added. The mixture was stirred at room temperature overnight. After washing in succession with sodium bisulphite solution and sodium bicarbonate solution the organic phase was dried over sodium sulphate and evaporated. The residue was chromatographed on silica gel using ethyl acetate/methanol (4:1) for the elution. The residue wa... The solvent is ClCCl (dichloromethane). Starting materials: BrC=1C=CC2=C(N=C(OC2=O)C)C1 (7-bromo-2-methyl-4H-benzo[d][1,3]oxazin-4-one), [OH-].[NH4+] (ammonium hydroxide). Run at temperature 80 celsius. Yields the product BrC1=CC=C2C(NC(=NC2=C1)C)=O (7-bromo-2-methylquinazolin-4(3H)-one). Isolated yield 56.4%. Reaction SMILES: [Br:1][C:2]1[CH:3]=[CH:4][C:5]2[C:10](=O)[O:9][C:8]([CH3:12])=[N:7][C:6]=2[CH:13]=1.[OH-].[NH4+:15]>>[Br:1][C:2]1[CH:13]=[C:6]2[C:5]([C:10](=[O:9])[NH:15][C:8]([CH3:12])=[N:7]2)=[CH:4][CH:3]=1 |f:1.2|. Reported procedure: 7-bromo-2-methyl-4H-benzo[d][1,3]oxazin-4-one 7.25 (400 mg, 1.58 mmol) was taken up in 26% aqueous ammonium hydroxide (5 mL, 33.38 mmol) and heated in a sealed tube at 80° C. for 4 hours. Mixture was cooled to room temperature and solid was filtered, washing with water. Solid was dried in-vacuo to yield 7-bromo-2-methylquinazolin-4(3H)-one 7.26 (213 mg), which was used in the next step without further purification.